Dataset: the Open Reaction Database (ORD), a public repository of structured organic reaction records. Task: describe an organic reaction: reactants, conditions, products, and yield Starting materials: C(C)(=O)NC(C(=O)OCC)C(CCC1=CC(=CC=C1)C)=O (2-(Acetylamino)-5-(3-methylphenyl)-3-oxopentanoic acid, ethyl ester). Solvent: S(=O)(Cl)Cl (Thionyl chloride), S(=O)(Cl)Cl (thionyl chloride). Product: CC=1OC(=C(N1)C(=O)OCC)CCC1=CC(=CC=C1)C (2-Methyl-5-(2-(3-methylphenyl)ethyl)-4-oxazole carboxylic acid, ethyl ester). Reaction SMILES: [C:1]([NH:4][CH:5]([C:11](=[O:21])[CH2:12][CH2:13][C:14]1[CH:19]=[CH:18][CH:17]=[C:16]([CH3:20])[CH:15]=1)[C:6]([O:8][CH2:9][CH3:10])=[O:7])(=O)[CH3:2]>S(Cl)(Cl)=O>[CH3:2][C:1]1[O:21][C:11]([CH2:12][CH2:13][C:14]2[CH:19]=[CH:18][CH:17]=[C:16]([CH3:20])[CH:15]=2)=[C:5]([C:6]([O:8][CH2:9][CH3:10])=[O:7])[N:4]=1. Procedure: Thionyl chloride (200 ml) was added dropwise over 15 min to the product from step (ii) (70 g) with cooling provided by an ice bath. The mixture was then set at reflux for 1 h. After cooling to room temperature the thionyl chloride was evaporated under reduced pressure and the residue partitioned between ethyl acetate and saturated sodium bicarbonate solution. The organic layer was collected, dried over magnesium sulphate and solvent removed under reduced pressure. Purification of the residue was... Reaction SMILES: [Ag+2:23].[Br:9][CH2:10][CH2:11][Br:12].[C:19](=[O:20])([O-:21])[O-:22].[CH2:1]([CH3:2])[n:3]1[n:4][n:5][nH:6][c:7]1=[O:8].[OH2:24].[cH:13]1[cH:14][cH:15][cH:16][cH:17][cH:18]1>>[CH2:1]([CH3:2])[n:3]1[n:4][n:5][n:6][c:7]1[O:8][CH2:11][CH2:10][Br:9]. The reactants are [Ag+2], BrCCBr, O=C([O-])[O-], CCn1nn[nH]c1=O, O, c1ccccc1. Yields the product CCn1nnnc1OCCBr.